This data is from the Open Reaction Database (ORD), a public repository of structured organic reaction records. The task is: describe an organic reaction: reactants, conditions, products, and yield Starting materials: NC=1SC(=C(N1)C(=O)O)C(C1=CC=C(C=C1)[N+](=O)[O-])=O (2-amino-5-(4-nitrobenzoyl)-4-thiazolecarboxylic acid). The reagents and catalysts are [Pd] (palladium on carbon). Run in CO (methanol), O1CCCC1 (tetrahydrofuran). Conditions: time 2 hour. Product: NC=1SC(=C(N1)C(=O)O)C(C1=CC=C(C=C1)N)=O (2-amino-5-(4-aminobenzoyl)-4-thiazolecarboxylic acid). Isolated yield 90.0%. As a reaction SMILES: [NH2:1][C:2]1[S:3][C:4]([C:10](=[O:20])[C:11]2[CH:16]=[CH:15][C:14]([N+:17]([O-])=O)=[CH:13][CH:12]=2)=[C:5]([C:7]([OH:9])=[O:8])[N:6]=1>[Pd].CO.O1CCCC1>[NH2:1][C:2]1[S:3][C:4]([C:10](=[O:20])[C:11]2[CH:16]=[CH:15][C:14]([NH2:17])=[CH:13][CH:12]=2)=[C:5]([C:7]([OH:9])=[O:8])[N:6]=1. Procedure details: A mixture of 2-amino-5-(4-nitrobenzoyl)-4-thiazolecarboxylic acid (2.6 g) and 10% palladium on carbon (1 g, 50% wet) in a mixture of methanol (50 ml) and tetrahydrofuran (50 ml) was hydrogenated under atmospheric pressure for 2 hours. The reaction mixture was filtered and then the filtrate was concentrated under reduced pressure. The residue was triturated with ether and the precipitates were collected by filtration, washed with ether and dried in vacuo to give 2-amino-5-(4-aminobenzoyl)-4-thiaz... Reactants: ClC1=C(C=CC=C1)C1=NCC(NC2=C1C=C(C(=C2)C)C)=S (5-(2-chlorophenyl)-1,3-dihydro-7,8-dimethyl-2H-1,4-benzodiazepin-2-thione), COC(C)(N(C)C)OC (1,1-dimethoxy-N,N-dimethyl-ethanamine), NN (hydrazine). The product is ClC1=C(C=CC=C1)C1=NC=2C(=NC3=C1C=C(C(=C3)C)C)NNC2C (5-(2-chlorophenyl)-1,2-dihydro-3,7,8-trimethyl-pyrazolo[3,4-b][1,4]benzodiazepine). RXN SMILES: [Cl:1][C:2]1[CH:7]=[CH:6][CH:5]=[CH:4][C:3]=1[C:8]1[C:14]2[CH:15]=[C:16]([CH3:20])[C:17]([CH3:19])=[CH:18][C:13]=2[NH:12][C:11](=S)[CH2:10][N:9]=1.CO[C:24](OC)([N:26](C)C)[CH3:25].[NH2:31]N>>[Cl:1][C:2]1[CH:7]=[CH:6][CH:5]=[CH:4][C:3]=1[C:8]1[C:14]2[CH:15]=[C:16]([CH3:20])[C:17]([CH3:19])=[CH:18][C:13]=2[N:12]=[C:11]2[NH:31][NH:26][C:24]([CH3:25])=[C:10]2[N:9]=1. Reported procedure: 5-(2-chlorophenyl)-1,2-dihydro-3,7,8-trimethyl-pyrazolo[3,4-b][1,4]benzodiazepine (IVw) was prepared by reacting 0.0005 moles of 5-(2-chlorophenyl)-1,3-dihydro-7,8-dimethyl-2H-1,4-benzodiazepin-2-thione (IIw) with 1,1-dimethoxy-N,N-dimethyl-ethanamine and then hydrazine in a manner analogous to Example 55. MH+/Z=337.